From a dataset of the Open Reaction Database (ORD), a public repository of structured organic reaction records. describe an organic reaction: reactants, conditions, products, and yield The reactants are CC(C)(Br)C(=O)Nc1ccccc1O, O=C([O-])[O-], [K+], [K+], CN(C)C=O. Product: CC1(C)Oc2ccccc2NC1=O. RXN SMILES: [Br:1][C:2]([C:3](=[O:4])[NH:5][c:6]1[c:7]([OH:12])[cH:8][cH:9][cH:10][cH:11]1)([CH3:13])[CH3:14].[C:15](=[O:16])([O-:17])[O-:18].[K+:19].[K+:20].[O:21]=[CH:22][N:23]([CH3:24])[CH3:25]>>[C:2]1([CH3:13])([CH3:14])[C:3](=[O:4])[NH:5][c:6]2[c:7]([cH:8][cH:9][cH:10][cH:11]2)[O:12]1. The reactants are CCOC(=O)c1c(C)nn2c(C)cccc12, OC1CN2CCC1CC2, [Na], c1ccccc1. Product: Cc1nn2c(C)cccc2c1C(=O)OC1CN2CCC1CC2. RXN SMILES: [CH3:11][c:12]1[n:13][n:14]2[c:15]([cH:16][cH:17][cH:18][c:19]2[CH3:20])[c:21]1[C:22](=[O:23])[O:24][CH2:25][CH3:26].[N:1]12[CH2:2][CH:3]([OH:9])[CH:4]([CH2:5][CH2:6]1)[CH2:7][CH2:8]2.[Na:10].[cH:27]1[cH:28][cH:29][cH:30][cH:31][cH:32]1>>[N:1]12[CH2:2][CH:3]([O:9][C:22]([c:21]3[c:12]([CH3:11])[n:13][n:14]4[c:15]3[cH:16][cH:17][cH:18][c:19]4[CH3:20])=[O:23])[CH:4]([CH2:5][CH2:6]1)[CH2:7][CH2:8]2. Reactants: [N+](=O)([O-])C1=C(C=CC(=C1)[N+](=O)[O-])Cl (2,4-dinitro chlorobenzene), C(CCO)O (1,3-propanediol), C(CCO)O (1,3-propanediol), [OH-].[Na+] (sodium hydroxide). Product: [N+](=O)([O-])C1=C(OC(CC)O)C=CC(=C1)[N+](=O)[O-] ((2,4-dinitro) phenoxypropanol). RXN SMILES: [N+:1]([C:4]1[CH:9]=[C:8]([N+:10]([O-:12])=[O:11])[CH:7]=[CH:6][C:5]=1Cl)([O-:3])=[O:2].[CH2:14](O)[CH2:15][CH2:16][OH:17].[OH-:19].[Na+]>>[N+:1]([C:4]1[CH:9]=[C:8]([N+:10]([O-:12])=[O:11])[CH:7]=[CH:6][C:5]=1[O:19][CH:16]([OH:17])[CH2:15][CH3:14])([O-:3])=[O:2] |f:2.3|. Reported procedure: To a mixture of 0.2 mol (40.5 g) of 2,4-dinitro chlorobenzene and of 1.12 mol (81 cm3) of 1,3-propanediol, heated to 90° C. is added in 30 minutes 1.1 mol (81 cm3) of 1,3-propanediol in 20 cm3 of 10 N sodium hydroxide. Reactants: CCN(CC)C(=O)C(O)(CC)c1cc[nH]c(=O)c1CO, COCCOC, Cl. Yields the product CCC1(O)C(=O)OCc2c1cc[nH]c2=O. Reaction SMILES: [CH2:1]([N:2]([CH2:3][CH3:19])[C:4]([C:5]([CH2:6][CH3:7])([c:8]1[c:9]([CH2:15][OH:16])[c:10](=[O:14])[nH:11][cH:12][cH:13]1)[OH:17])=[O:18])[CH3:20].[CH2:22]([CH2:23][O:24][CH3:25])[O:26][CH3:27].[ClH:21]>>[C:4]1(=[O:18])[C:5]([CH2:6][CH3:7])([OH:17])[c:8]2[c:9]([c:10](=[O:14])[nH:11][cH:12][cH:13]2)[CH2:15][O:16]1. Reaction SMILES: [C:1]([O:2][C:3]([CH3:4])([CH3:5])[CH3:6])(=[O:7])[N:8]1[CH2:9][CH:10]([c:44]2[cH:45][cH:46][c:47]([Cl:50])[cH:48][cH:49]2)[CH:11]([C:13](=[O:14])[N:15]2[CH:16]([C:35](=[O:36])[N:37]3[CH2:38][CH2:39][N:40]([CH3:43])[CH2:41][CH2:42]3)[CH2:17][CH:18]([N:20]([C:21](=[O:22])[CH:23]3[O:24][CH2:25][CH2:26][CH2:27]3)[CH:28]3[CH2:29][CH2:30][CH:31]([CH3:34])[CH2:32][CH2:33]3)[CH2:19]2)[CH2:12]1.[Cl:52][CH2:53][Cl:54].[ClH:51]>>[NH:8]1[CH2:9][CH:10]([c:44]2[cH:45][cH:46][c:47]([Cl:50])[cH:48][cH:49]2)[CH:11]([C:13](=[O:14])[N:15]2[CH:16]([C:35](=[O:36])[N:37]3[CH2:38][CH2:39][N:40]([CH3:43])[CH2:41][CH2:42]3)[CH2:17][CH:18]([N:20]([C:21](=[O:22])[CH:23]3[O:24][CH2:25][CH2:26][CH2:27]3)[CH:28]3[CH2:29][CH2:30][CH:31]([CH3:34])[CH2:32][CH2:33]3)[CH2:19]2)[CH2:12]1. Starting materials: CC1CCC(N(C(=O)C2CCCO2)C2CC(C(=O)N3CCN(C)CC3)N(C(=O)C3CN(C(=O)OC(C)(C)C)CC3c3ccc(Cl)cc3)C2)CC1, ClCCl, Cl. Product: CC1CCC(N(C(=O)C2CCCO2)C2CC(C(=O)N3CCN(C)CC3)N(C(=O)C3CNCC3c3ccc(Cl)cc3)C2)CC1. Reactants: [N-]=[N+]=[N-].[Na+] (sodium azide), C1(=CC=C(C=C1)S(=O)(=O)Cl)C (p-toluenesulfonyl chloride), [Cl-].[Na+] (sodium chloride). The solvent is O (water), C(C)O (ethanol), C(C)O (ethanol). Reaction conditions: temperature 45 celsius. Product: C1(=CC=C(C=C1)S(=O)(=O)N=[N+]=[N-])C (p-toluenesulfonyl azide). Reaction SMILES: [N-:1]=[N+:2]=[N-:3].[Na+].[C:5]1([CH3:15])[CH:10]=[CH:9][C:8]([S:11](Cl)(=[O:13])=[O:12])=[CH:7][CH:6]=1.[Cl-].[Na+]>O.C(O)C>[C:5]1([CH3:15])[CH:10]=[CH:9][C:8]([S:11]([N:1]=[N+:2]=[N-:3])(=[O:13])=[O:12])=[CH:7][CH:6]=1 |f:0.1,3.4|. Reported procedure: A solution of 35 g. (0.5 moles) of sodium azide in 200 ml of water was placed in a 2 litre Erlenmeyer flask and diluted with 400 ml of 90% aqueous ethanol. To this solution was added with stirring a warm (45° C.) solution of 96 g. (0.50 mole) of p-toluenesulfonyl chloride in 1 litre of 99% ethanol. During the addition, sodium chloride separated. The reaction mixture was stirred at room temperature for 2.5 hours. Most of the solvent is removed at 35° C. (15 mm) with a rotary evaporator. The resid... RXN SMILES: O.C(O)(=O)C(C)=O.[O:8]=[C:9]([CH2:11][N:12]([C:14](=[NH:16])[NH2:15])[CH3:13])[OH:10].[O:17]=[C:18]([CH2:20][N:21]([C:23](=[NH:25])[NH2:24])[CH3:22])O.C([O-])(=O)C(C)=O.O.O=C(CN(C(=N)N)C)O>O>[O:8]=[C:9]([CH2:11][N:12]([C:14](=[NH:15])[NH2:16])[CH3:13])[OH:10].[CH3:22][N:21]1[C:23]([NH2:25])=[N:24][C:18](=[O:17])[CH2:20]1 |f:0.1.2,5.6|. Solvent: O (H2O), O (water), O (water). The reactants are O.O=C(O)CN(C)C(N)=N (Creatine monohydrate), O.C(C(=O)C)(=O)O.O=C(O)CN(C)C(N)=N (Creatine pyruvate monohydrate), O=C(O)CN(C)C(N)=N (creatine), C(C(=O)C)(=O)[O-] (pyruvate). The product is O=C(O)CN(C)C(N)=N (creatine), CN1CC(=O)N=C1N (creatinine). Procedure details: Creatine pyruvate monohydrate may be represented by the empirical formula: C3H3O3-.C4H10O2N3+.H2O. The actual structural formula is now known for a certainty. However, it is known that the reaction between creatine and pyruvate is exothermic and that an organic salt is formed. It is also known that the salt formed is of relatively pure quality in that the product formed is a crystalline solid that has a definite decomposition point of 112°-114° C. Such a product is significantly different from i... As a reaction SMILES: Cl[C:2]1[CH:10]=[CH:9][C:5]([C:6]([OH:8])=O)=[CH:4][CH:3]=1.CO[C:13]1[CH:14]=[C:15]([CH:19]=[CH:20][CH:21]=1)C(O)=O.C1OC2C=CC(C(O)=O)=CC=2O1.COC1C=C(C=C(OC)C=1OC)C(O)=O.FC(F)(F)C1C=C(C=CC=1)C(O)=O.CN(C)C1C=C(C=CC=1)C(O)=O.C[S:75]([C:77]1C=CC(C(O)=O)=CC=1)=[O:76].CS(C1C=CC(C(O)=O)=CC=1)(=O)=[O:88].FC1C=C(C=C(F)C=1)C(O)=O.C1C2C(=CC=CC=2)C=CC=1C(O)=O.CN(C)C1C2C(=CC=CC=2)C=C(C(O)=O)C=1.COC1C=C2C(=CC=1)C=C(C(O)=O)C=C2.C1(C(C)C(O)=O)C=CC=CC=1.C1OC2C=CC(C(C)C(O)=O)=CC=2O1.C(Cl)(=O)C1C=CC=CC=1>>[C:6]([CH2:77][S:75]([C:13]1[CH:14]=[CH:15][CH:19]=[CH:20][CH:21]=1)(=[O:88])=[O:76])(=[O:8])[C:5]1[CH:4]=[CH:3][CH:2]=[CH:10][CH:9]=1. Procedure details: When the acid chloride of 4-chlorobenzoic acid, 3-methoxybenzoic acid, 3,4-methylenedioxybenzoic acid, 3,4,5-trimethoxybenzoic acid, 3-trifluoromethylbenzoic acid, 3-dimethylaminobenzoic acid, 4-methylthiobenzoic, 4-methylsulfinylbenzoic acid, 4methylsulfonylbenzoic acid, 3,5-difluorobenzoic acid, 2-naphthoic acid, 4-dimethylamino-2-naphthoic acid, 6-methoxy-2-naphthoic acid, 2-phenylpropionic acid and 2-(3,4-methylenedioxyphenyl) propionic acid are used in place of benzoyl chloride above, the c... Starting materials: acid chloride, FC=1C=C(C(=O)O)C=C(C1)F (3,5-difluorobenzoic acid), COC=1C=C(C(=O)O)C=C(C1OC)OC (3,4,5-trimethoxybenzoic acid), C1OC=2C=C(C=CC2O1)C(C(=O)O)C (2-(3,4-methylenedioxyphenyl) propionic acid), COC=1C=C2C=CC(=CC2=CC1)C(=O)O (6-methoxy-2-naphthoic acid), CS(=O)C1=CC=C(C(=O)O)C=C1 (4-methylsulfinylbenzoic acid), C1(=CC=CC=C1)C(C(=O)O)C (2-phenylpropionic acid), CS(=O)(=O)C1=CC=C(C(=O)O)C=C1 (4methylsulfonylbenzoic acid), CN(C=1C=C(C(=O)O)C=CC1)C (3-dimethylaminobenzoic acid), ClC1=CC=C(C(=O)O)C=C1 (4-chlorobenzoic acid), substituted ketosulfones, C1OC=2C=C(C(=O)O)C=CC2O1 (3,4-methylenedioxybenzoic acid), CN(C1=CC(=CC2=CC=CC=C12)C(=O)O)C (4-dimethylamino-2-naphthoic acid), C1=C(C=CC2=CC=CC=C12)C(=O)O (2-naphthoic acid), C(C1=CC=CC=C1)(=O)Cl (benzoyl chloride), COC=1C=C(C(=O)O)C=CC1 (3-methoxybenzoic acid), FC(C=1C=C(C(=O)O)C=CC1)(F)F (3-trifluoromethylbenzoic acid). Product: C(C1=CC=CC=C1)(=O)CS(=O)(=O)C1=CC=CC=C1 (benzoyl phenylsulfonyl methane).